Dataset: the Open Reaction Database (ORD), a public repository of structured organic reaction records. Task: describe an organic reaction: reactants, conditions, products, and yield The reactants are C1CCNCC1, CN(C)c1ccc2c(c1)COC2=C1C(=O)Nc2ccccc21, CCO. The product is CN(C)c1ccc2c(c1)COC2=C1C(=O)N(CN2CCCCC2)c2ccccc21. Reaction SMILES: [CH2:23]1[CH2:24][CH2:25][NH:26][CH2:27][CH2:28]1.[CH3:1][N:2]([c:3]1[cH:4][c:5]2[c:9]([cH:10][cH:11]1)[C:8](=[C:12]1[C:13](=[O:21])[NH:14][c:15]3[cH:16][cH:17][cH:18][cH:19][c:20]31)[O:7][CH2:6]2)[CH3:22].[CH3:29][CH2:30][OH:31]>>[CH3:1][N:2]([c:3]1[cH:4][c:5]2[c:9]([cH:10][cH:11]1)[C:8](=[C:12]1[C:13](=[O:21])[N:14]([CH2:29][N:26]3[CH2:25][CH2:24][CH2:23][CH2:28][CH2:27]3)[c:15]3[cH:16][cH:17][cH:18][cH:19][c:20]31)[O:7][CH2:6]2)[CH3:22]. Procedure details: A mixture of 2-hydroxybenzyl alcohol (21.04 g, 1 equiv., available from Aldrich Chemical Company), 2-isopropyl iodide (32.3 mL, 1.9 equiv., available from Aldrich Chemical Company) and K2CO3 (71.42 g, 3 equiv.) in ethanol was refluxed for 3 hours. On cooling the reaction mixture was filtered and the solvent removed under reduced pressure and replaced with dichloromethane, and then filtered and the solvent removed to give the title compound as an oil (27.751 g, 99%). 1H NMR (300 MHz, CDCl3): δ 1.... The product is C(C)(C)OC1=C(C=CC=C1)CO ((2-Isopropoxy-phenyl)-methanol). As a reaction SMILES: [OH:1][C:2]1[CH:9]=[CH:8][CH:7]=[CH:6][C:3]=1[CH2:4][OH:5].[C:10]([O-])([O-])=O.[K+].[K+].[CH2:16](O)[CH3:17]>>[CH:16]([O:1][C:2]1[CH:9]=[CH:8][CH:7]=[CH:6][C:3]=1[CH2:4][OH:5])([CH3:17])[CH3:10] |f:1.2.3|. The reactants are OC1=C(CO)C=CC=C1 (2-hydroxybenzyl alcohol), 2-isopropyl iodide, C(=O)([O-])[O-].[K+].[K+] (K2CO3), C(C)O (ethanol). The yield is 99.0%. Reactants: CN1C(=NC=C1C=O)C (1,2-dimethyl-1H-imidazole-5-carbaldehyde), ClC1=C(C(=NC2=CC=C(C=C12)C(O)C=1C(=NC(=CC1)C)C)OC)CC1=CC=C(C=C1)C(F)(F)F ((4-Chloro-2-methoxy-3-(4-(trifluoromethyl)benzyl)quinolin-6-yl)(2,6-dimethylpyridin-3-yl)methanol), ClC1=C(C(=NC2=CC=C(C=C12)C(O)C=1C(=NC(=CC1)C)C)OC)CC1=CC=C(C=C1)C(F)(F)F ((4-Chloro-2-methoxy-3-(4-(trifluoromethyl)benzyl)quinolin-6-yl)(2,6-dimethylpyridin-3-yl)methanol), [Li]CCCC (n-BuLi). Run in C1CCOC1 (THF). Reaction conditions: temperature -70 celsius, time 2 minute. Product: ClC1=C(C(=NC2=CC=C(C=C12)C(O)C1=CN=C(N1C)C)OC)CC1=CC=C(C=C1)C(F)(F)F ((4-Chloro-2-methoxy-3-(4-(trifluoromethyl)benzyl)quinolin-6-yl)(1,2-dimethyl-1H-imidazol-5-yl)methanol). Reaction SMILES: [Cl:1][C:2]1[C:11]2[C:6](=[CH:7][CH:8]=[C:9]([CH:12]([C:14]3C(C)=NC(C)=C[CH:19]=3)[OH:13])[CH:10]=2)[N:5]=[C:4]([O:22][CH3:23])[C:3]=1[CH2:24][C:25]1[CH:30]=[CH:29][C:28]([C:31]([F:34])([F:33])[F:32])=[CH:27][CH:26]=1.[Li]CCCC.[CH3:40][N:41]1C(C=O)=C[N:43]=[C:42]1[CH3:48]>C1COCC1>[Cl:1][C:2]1[C:11]2[C:6](=[CH:7][CH:8]=[C:9]([CH:12]([C:14]3[N:41]([CH3:40])[C:42]([CH3:48])=[N:43][CH:19]=3)[OH:13])[CH:10]=2)[N:5]=[C:4]([O:22][CH3:23])[C:3]=1[CH2:24][C:25]1[CH:26]=[CH:27][C:28]([C:31]([F:32])([F:34])[F:33])=[CH:29][CH:30]=1. Procedure details: To a flask containing 6-bromo-4-chloro-2-methoxy-3-(4-(trifluoromethyl)benzyl)quinoline (2.0 g, 4.64 mmol, Intermediate 12: step d) was added THF (25 mL). The solution was cooled to −70° C. and then n-BuLi (2.5 M in hexanes, 1.8 mL, 4.5 mmol) was added dropwise. After 2 minutes, 1,2-dimethyl-1H-imidazole-5-carbaldehyde (720 mg, 5.8 mmol in 5 mL THF) was introduced. The reaction mixture was allowed to warm to 0° C. over 60 minutes at which time it was quenched with aqueous NH4Cl solution. The aqu... Reactants: BrC1=CC=C(C=C1)C1=CC=C(C=C1)[N+](=O)[O-] (4-(4-bromophenyl)nitrobenzene), C([O-])([O-])=O.[Cs+].[Cs+] (caesium carbonate), C(CC(=O)OCC)(=O)OCC (diethyl malonate). The product is [N+](=O)([O-])C1=CC=C(C=C1)C1=CC=C(C=C1)C(C(=O)OCC)C(=O)OCC (Diethyl (4′-nitrobiphenyl-4-yl)malonate). Reagents/catalysts: C1(CCCCC1)P(C1=C(C=CC=C1)C1=C(C=C(C=C1C(C)C)C(C)C)C(C)C)C1CCCCC1 (2-dicyclohexylphosphino-2′,4′,6′-triisopropylbiphenyl), C(C)(=O)[O-].[Pd+2].C(C)(=O)[O-] (palladium(II) acetate). As a reaction SMILES: Br[C:2]1[CH:7]=[CH:6][C:5]([C:8]2[CH:13]=[CH:12][C:11]([N+:14]([O-:16])=[O:15])=[CH:10][CH:9]=2)=[CH:4][CH:3]=1.C(=O)([O-])[O-].[Cs+].[Cs+].[C:23]([O:31][CH2:32][CH3:33])(=[O:30])[CH2:24][C:25]([O:27][CH2:28][CH3:29])=[O:26]>C1(C)C=CC=CC=1.C([O-])(=O)C.[Pd+2].C([O-])(=O)C.C1(P(C2CCCCC2)C2C=CC=CC=2C2C(C(C)C)=CC(C(C)C)=CC=2C(C)C)CCCCC1>[N+:14]([C:11]1[CH:12]=[CH:13][C:8]([C:5]2[CH:6]=[CH:7][C:2]([CH:24]([C:25]([O:27][CH2:28][CH3:29])=[O:26])[C:23]([O:31][CH2:32][CH3:33])=[O:30])=[CH:3][CH:4]=2)=[CH:9][CH:10]=1)([O-:16])=[O:15] |f:1.2.3,6.7.8|. Procedure details: A mixture of 4-(4-bromophenyl)nitrobenzene (Journal of Organic Chemistry, 2005, 70(9), 3730) (800 mg, 2.88 mmol), 2-dicyclohexylphosphino-2′,4′,6′-triisopropylbiphenyl (Xphos) (69 mg) and caesium carbonate (2.81 g, 8.63 mmol) in toluene (40 mL) was deoxygenated then palladium(II) acetate (13 mg, 0.06 mmol) and diethyl malonate (0.480 mL, 3.2 mmol) were added. The reaction mixture was heated under reflux for 2 h, cooled and then filtered through diatomaceous earth and the filter washed with EtOAc... The solvent is C1(=CC=CC=C1)C (toluene). The yield is 101.7%. Starting materials: ice water, C(C)OCC (diethyl ether), CCOCC (ether), ClC=1C=NN(C1)C1=CC=C(C=C1)C(C(=O)O)=O (4-(4-chloropyrazol-1-yl) phenylglyoxylic acid), O.NN (hydrazine hydrate), [OH-].[K+] (potassium hydroxide). Run in COCCOC (1,2-dimethoxyethane). Reaction conditions: temperature 150 celsius, time 15 minute. The product is ClC=1C=NN(C1)C1=CC=C(C=C1)CC(=O)O (4-(4-chloropyrazol-1-yl) phenylacetic acid). As a reaction SMILES: [Cl:1][C:2]1[CH:3]=[N:4][N:5]([C:7]2[CH:12]=[CH:11][C:10]([C:13](=O)[C:14]([OH:16])=[O:15])=[CH:9][CH:8]=2)[CH:6]=1.O.NN.[OH-].[K+].C(OCC)C>COCCOC>[Cl:1][C:2]1[CH:3]=[N:4][N:5]([C:7]2[CH:8]=[CH:9][C:10]([CH2:13][C:14]([OH:16])=[O:15])=[CH:11][CH:12]=2)[CH:6]=1 |f:1.2,3.4|. Procedure details: To 2.51 g (10 mmoles) of 4-(4-chloropyrazol-1-yl) phenylglyoxylic acid in 20 ml of 1,2-dimethoxyethane there are added 1.5 g (30 mmoles) of hydrazine hydrate and, after 15 minutes, 1.34 g of potassium hydroxide. Heating to 150° C. is effected for one hour, followed by pouring on to ice water, extraction with diethyl ether, acidification of the aqueous phase, extraction again with ether, concentration of the ethereal phase; 4-(4-chloropyrazol-1-yl) phenylacetic acid is obtained as oil. Starting materials: C(CC)OC([C@H](CC1=CC=C(C=C1)C=1C(N(C(N(C1C)C)=O)C)=O)NC(C1=C(C=C(C=C1Cl)OCCCNC(=O)OC(C)(C)C)Cl)=O)=O ((S)-2-[4-(3-tert-butoxycarbonylaminopropoxy)-2,6-dichlorobenzoylamino]-3-[4-(1,3,6-trimethyl-2,4-dioxo-1,2,3,4-tetrahydropyrimidin-5- yl)phenyl]propionic acid propyl ester), C(=O)(C(F)(F)F)O (TFA). Yields the product FC(C(=O)O)(F)F.C(CC)OC([C@H](CC1=CC=C(C=C1)C=1C(N(C(N(C1C)C)=O)C)=O)NC(C1=C(C=C(C=C1Cl)OCCCN)Cl)=O)=O ((S)-2-[4-(3-aminopropoxy)-2,6-dichlorobenzoylamino]-3-[4-(1,3,6-trimethyl-2,4-dioxo-1,2,3,4-tetrahydropyrimidin-5- yl)phenyl]propionic acid propyl ester trifluoroacetate salt), solid. The yield is 99.0%. RXN SMILES: [CH2:1]([O:4][C:5](=[O:48])[C@@H:6]([NH:25][C:26](=[O:47])[C:27]1[C:32]([Cl:33])=[CH:31][C:30]([O:34][CH2:35][CH2:36][CH2:37][NH:38]C(OC(C)(C)C)=O)=[CH:29][C:28]=1[Cl:46])[CH2:7][C:8]1[CH:13]=[CH:12][C:11]([C:14]2[C:15](=[O:24])[N:16]([CH3:23])[C:17](=[O:22])[N:18]([CH3:21])[C:19]=2[CH3:20])=[CH:10][CH:9]=1)[CH2:2][CH3:3].[C:49]([OH:55])([C:51]([F:54])([F:53])[F:52])=[O:50]>>[F:52][C:51]([F:54])([F:53])[C:49]([OH:55])=[O:50].[CH2:1]([O:4][C:5](=[O:48])[C@@H:6]([NH:25][C:26](=[O:47])[C:27]1[C:28]([Cl:46])=[CH:29][C:30]([O:34][CH2:35][CH2:36][CH2:37][NH2:38])=[CH:31][C:32]=1[Cl:33])[CH2:7][C:8]1[CH:9]=[CH:10][C:11]([C:14]2[C:15](=[O:24])[N:16]([CH3:23])[C:17](=[O:22])[N:18]([CH3:21])[C:19]=2[CH3:20])=[CH:12][CH:13]=1)[CH2:2][CH3:3] |f:2.3|. Procedure details: The title compound was prepared using a similar procedure as described in Example 5, Step 6, starting from (S)-2-[4-(3-tert-butoxycarbonylaminopropoxy)-2,6-dichlorobenzoylamino]-3-[4-(1,3,6-trimethyl-2,4-dioxo-1,2,3,4-tetrahydropyrimidin-5- yl)phenyl]propionic acid propyl ester (781 mg, 1.1 mmol) and TFA (1.14 g, 742 uL, 10 mmol), resulting in a hygroscopic white solid (790 mg, 99%). ES(+)-HRMS m/e calcd. for C29H34Cl2N4O6 (M+H)+ 605.1928, obsd. 605.1929. Reactants: C#CCON=C(C(=O)OCC)c1csc(NC(c2ccccc2)(c2ccccc2)c2ccccc2)n1, O=CO, C1CCOC1. Yields the product C#CCON=C(C(=O)OCC)c1csc(N)n1. As a reaction SMILES: [C:4]([c:5]1[cH:6][cH:7][cH:8][cH:9][cH:10]1)([c:11]1[cH:12][cH:13][cH:14][cH:15][cH:16]1)([c:17]1[cH:18][cH:19][cH:20][cH:21][cH:22]1)[NH:23][c:24]1[s:25][cH:26][c:27]([C:29]([C:30](=[O:31])[O:32][CH2:33][CH3:34])=[N:35][O:36][CH2:37][C:38]#[CH:39])[n:28]1.[CH:1]([OH:2])=[O:3].[O:40]1[CH2:41][CH2:42][CH2:43][CH2:44]1>>[NH2:23][c:24]1[s:25][cH:26][c:27]([C:29]([C:30](=[O:31])[O:32][CH2:33][CH3:34])=[N:35][O:36][CH2:37][C:38]#[CH:39])[n:28]1. Reactants: N1=C(C=CC=C1)N1N=CC(=C1C(F)(F)F)C(=O)O (1-(pyridin-2-yl)-5-(trifluoromethyl)-1H-pyrazole-4-carboxylic acid), CCN=C=NCCCN(C)C (EDCI), C=1C=CC2=C(C1)N=NN2O (HOBt), O1C(OCC1)C1=CC=C(C#N)C=C1 (4-(1,3-dioxolan-2-yl)benzonitrile). Run in CN(C)C=O (DMF). Conditions: temperature 140 celsius, time 4 hour. The product is O1C(OCC1)C1=CC=C(C=C1)C1=NOC(=N1)C=1C=NN(C1C(F)(F)F)C1=NC=CC=C1 (3-(4-(1,3-dioxolan-2-yl)phenyl)-5-(1-(pyridin-2-yl)-5-(trifluoromethyl)-1H-pyrazol-4-yl)-1,2,4-oxadiazole). RXN SMILES: [N:1]1[CH:6]=[CH:5][CH:4]=[CH:3][C:2]=1[N:7]1[C:11]([C:12]([F:15])([F:14])[F:13])=[C:10]([C:16]([OH:18])=O)[CH:9]=[N:8]1.CC[N:21]=C=NCCCN(C)C.C1C=CC2N(O)N=NC=2C=1.[O:40]1[CH2:44][CH2:43][O:42][CH:41]1[C:45]1[CH:52]=[CH:51][C:48]([C:49]#[N:50])=[CH:47][CH:46]=1>CN(C=O)C>[O:40]1[CH2:44][CH2:43][O:42][CH:41]1[C:45]1[CH:52]=[CH:51][C:48]([C:49]2[N:21]=[C:16]([C:10]3[CH:9]=[N:8][N:7]([C:2]4[CH:3]=[CH:4][CH:5]=[CH:6][N:1]=4)[C:11]=3[C:12]([F:13])([F:14])[F:15])[O:18][N:50]=2)=[CH:47][CH:46]=1. Procedure details: To a solution of 1-(pyridin-2-yl)-5-(trifluoromethyl)-1H-pyrazole-4-carboxylic acid (31.46 g, 122 mmol) in DMF (200 mL) was added EDCI (23.34 g, 134 mmol) and HOBt (16.53 g, 122 mmol). After the reaction was stirred for 30 min. at room temperature 4-(1,3-dioxolan-2-yl)benzonitrile, Int.6-A, (16.53 g, 122 mmol) was added. The reaction mixture was stirred at 140° C. for 4 hr. The reaction mixture was concentrated under reduced pressure to remove the volatiles. The residue was partitioned between w... Reaction conditions: time 21 hour. The product is C1(CCCC2=CC=CC=C12)NCCCN1C(C=2C(C1=O)=CC=CC2)=O (N-[3-(1,2,3,4-tetrahydro-1-naphthylamino)propyl]phthalimide). The reactants are C1(C=2C(C(N1)=O)=CC=CC2)=O (phthalimide), C1(CCCC2=CC=CC=C12)N (1,2,3,4-tetrahydro-1-naphthylamine), C([O-])([O-])=O.[K+].[K+] (potassium carbonate), CC#N (CH3CN). Reported procedure: N3-Bromopropyl)phthalimide (13.0 g, 48.5 mmol) was added to a mixture of 1,2,3,4-tetrahydro-1-naphthylamine (6.96 ml, 48.5 mmol) and potassium carbonate (13.4 g, 97.0 mmol) in CH3CN (200 ml). The mixture was refluxed under stirring for 21 h, and then filtered. The filtrate was concentrated under vacuum to dryness, and the residue was chromatographed on silica gel (eluting with 1.5% methanol/chloroform) to afford N-[3-(1,2,3,4-tetrahydro-1-naphthylamino)propyl]phthalimide (23.9 g, 74%): MS(ES+) m... Isolated yield 74.0%. As a reaction SMILES: [C:1]1(=[O:11])[NH:5][C:4](=[O:6])[C:3]2=[CH:7][CH:8]=[CH:9][CH:10]=[C:2]12.[CH:12]1([NH2:22])[C:21]2[C:16](=[CH:17][CH:18]=[CH:19][CH:20]=2)[CH2:15][CH2:14][CH2:13]1.[C:23](=O)([O-])[O-].[K+].[K+].[CH3:29][C:30]#N>>[CH:12]1([NH:22][CH2:23][CH2:30][CH2:29][N:5]2[C:1](=[O:11])[C:2]3=[CH:10][CH:9]=[CH:8][CH:7]=[C:3]3[C:4]2=[O:6])[C:21]2[C:16](=[CH:17][CH:18]=[CH:19][CH:20]=2)[CH2:15][CH2:14][CH2:13]1 |f:2.3.4|.